describe an organic reaction: reactants, conditions, products, and yield From a dataset of the Open Reaction Database (ORD), a public repository of structured organic reaction records. The reactants are CC(C)(C)OC(=O)N(CCO)S(=O)(=O)c1cccc(Br)c1, COc1ccc(CN(Cc2ccc(OC)cc2)c2ncc(-c3nc(N4CCOCC4)nc4c3CCN4c3cccc(S(=O)(=O)NCCO)c3)cn2)cc1. RXN SMILES: [Br:1][c:2]1[cH:3][c:4]([S:5]([N:6]([C:7]([O:8][C:9]([CH3:10])([CH3:11])[CH3:12])=[O:13])[CH2:14][CH2:15][OH:16])(=[O:17])=[O:18])[cH:19][cH:20][cH:21]1.[CH3:22][O:23][c:24]1[cH:25][cH:26][c:27]([CH2:28][N:29]([c:30]2[n:31][cH:32][c:33](-[c:36]3[c:37]4[c:38]([n:39][c:40]([N:42]5[CH2:43][CH2:44][O:45][CH2:46][CH2:47]5)[n:41]3)[N:48]([c:51]3[cH:52][c:53]([S:57](=[O:58])(=[O:59])[NH:60][CH2:61][CH2:62][OH:63])[cH:54][cH:55][cH:56]3)[CH2:49][CH2:50]4)[cH:34][n:35]2)[CH2:64][c:65]2[cH:66][cH:67][c:68]([O:69][CH3:70])[cH:71][cH:72]2)[cH:73][cH:74]1>>[NH2:29][c:30]1[n:31][cH:32][c:33](-[c:36]2[c:37]3[c:38]([n:39][c:40]([N:42]4[CH2:43][CH2:44][O:45][CH2:46][CH2:47]4)[n:41]2)[N:48]([c:51]2[cH:52][c:53]([S:57](=[O:58])(=[O:59])[NH:60][CH2:61][CH2:62][OH:63])[cH:54][cH:55][cH:56]2)[CH2:49][CH2:50]3)[cH:34][n:35]1. The product is Nc1ncc(-c2nc(N3CCOCC3)nc3c2CCN3c2cccc(S(=O)(=O)NCCO)c2)cn1. Reactants: Cl (HCl), C(C)(=O)CC(C)=O (acetyl acetone), C[O-].[Na+] (NaOMe), Cl (HCl), COC(C1=CC=C(C=C1)CBr)=O (4-bromomethyl-benzoic acid methyl ester). Solvent: CC(=O)O (AcOH). Product: O=C(CCC1=CC=C(C(=O)O)C=C1)C (4-(3-Oxo-butyl)-benzoic acid). Isolated yield 89.0%. As a reaction SMILES: [C:1]([CH2:4][C:5](=O)[CH3:6])(=[O:3])[CH3:2].C[O-].[Na+].C[O:12][C:13](=[O:22])[C:14]1[CH:19]=[CH:18]C(CBr)=[CH:16][CH:15]=1.Cl>CC(O)=O>[O:3]=[C:1]([CH3:2])[CH2:4][CH2:5][C:6]1[CH:18]=[CH:19][C:14]([C:13]([OH:22])=[O:12])=[CH:15][CH:16]=1 |f:1.2|. Procedure details: To a solution of acetyl acetone (5.0 ml, 49 mmol) at room temperature NaOMe (25% wt, 10.8 ml, 47.3 mmol) was added followed by 4-bromomethyl-benzoic acid methyl ester 2 (9.0 g, 39.3 mmol). The reaction mixture refluxed 3 hours, cooled to the room temperature aid acidified with HCl (pH 1-2). Evaporation of the resultant solution yielded a residue, which was refluxed in a mixture of glacial AcOH (50 ml) and conc. HCl (25 ml) for 4 hours. Acids were removed in vacuum and the residue was triturated ... Reactants: NC1=C(C=C(C=2N1C=C(N2)CC)C(=O)O)Cl (5-Amino-6-chloro-2-ethylimidazo[1,2-a]pyridine-8-carboxylic Acid), NCC1CCN(CC1)C(=O)OC(C)(C)C (tert-butyl 4-(aminomethyl)piperidine-1-carboxylate), P(OCC)(OCC)(=O)C#N (diethyl phosphorocyanidate), C(C)(C)N(CC)C(C)C (diisopropylethylamine). Run in CN(C=O)C (N,N-dimethylformamide). Product: NC1=C(C=C(C=2N1C=C(N2)CC)C(=O)NCC2CCNCC2)Cl (5-Amino-6-chloro-2-ethyl-N-(piperidin-4-ylmethyl)imidazo[1,2-a]pyridine-8-carboxamide). Yield: 90.0%. RXN SMILES: [NH2:1][C:2]1[N:7]2[CH:8]=[C:9]([CH2:11][CH3:12])[N:10]=[C:6]2[C:5]([C:13]([OH:15])=O)=[CH:4][C:3]=1[Cl:16].[NH2:17][CH2:18][CH:19]1[CH2:24][CH2:23][N:22](C(OC(C)(C)C)=O)[CH2:21][CH2:20]1.P(C#N)(=O)(OCC)OCC.C(N(C(C)C)CC)(C)C>CN(C)C=O>[NH2:1][C:2]1[N:7]2[CH:8]=[C:9]([CH2:11][CH3:12])[N:10]=[C:6]2[C:5]([C:13]([NH:17][CH2:18][CH:19]2[CH2:24][CH2:23][NH:22][CH2:21][CH2:20]2)=[O:15])=[CH:4][C:3]=1[Cl:16]. Procedure details: A mixture of 5-amino-6-chloro-2-ethylimidazo[1,2-a]pyridine-8-carboxylic acid (EXAMPLE 10, Step 2, 10.00 g, 41.72 mmol), tert-butyl 4-(aminomethyl)piperidine-1-carboxylate (J. Prugh, L. A. Birchenough and M. S. Egbertson, Synth. Commun., 1992, 22, 2357-60) (15.20 g, 70.93 mmol), diethyl phosphorocyanidate (10.76 mL, 70.93 mmol) and diisopropylethylamine (18.17 mL, 104.4 mmol) in N,N-dimethylformamide (267 mL) was stirred at room temperature for 43 h. The solvent was removed by evaporation. The r... Starting materials: O=Cc1ccc(Oc2ccc(Br)cn2)cc1, CC(C)CCN, CC(=O)O, ClCCCl. Yields the product CC(C)CCNCc1ccc(Oc2ccc(Br)cn2)cc1. Reaction SMILES: [Br:1][c:2]1[cH:3][cH:4][c:5]([O:8][c:9]2[cH:10][cH:11][c:12]([CH:13]=[O:14])[cH:15][cH:16]2)[n:6][cH:7]1.[CH2:17]([CH2:18][CH:19]([CH3:20])[CH3:21])[NH2:22].[CH3:23][C:24](=[O:25])[OH:26].[Cl:27][CH2:28][CH2:29][Cl:30]>>[Br:1][c:2]1[cH:3][cH:4][c:5]([O:8][c:9]2[cH:10][cH:11][c:12]([CH2:13][NH:22][CH2:17][CH2:18][CH:19]([CH3:20])[CH3:21])[cH:15][cH:16]2)[n:6][cH:7]1. Reactants: OCCO, Cc1ccccc1, CC(c1cccc(C(=O)c2ccccc2)c1)c1nc(N)no1, O, Cc1ccc(S(=O)(=O)O)cc1. The product is CC(c1cccc(C2(c3ccccc3)OCCO2)c1)c1nc(N)no1. Reaction SMILES: [CH2:23]([CH2:24][OH:25])[OH:26].[CH3:39][c:40]1[cH:41][cH:42][cH:43][cH:44][cH:45]1.[NH2:1][c:2]1[n:3][o:4][c:5]([CH:7]([CH3:8])[c:9]2[cH:10][c:11]([C:15]([c:16]3[cH:17][cH:18][cH:19][cH:20][cH:21]3)=[O:22])[cH:12][cH:13][cH:14]2)[n:6]1.[OH2:27].[c:28]1([CH3:29])[cH:30][cH:31][c:32]([S:33]([OH:34])(=[O:35])=[O:36])[cH:37][cH:38]1>>[NH2:1][c:2]1[n:3][o:4][c:5]([CH:7]([CH3:8])[c:9]2[cH:10][c:11]([C:15]3([c:16]4[cH:17][cH:18][cH:19][cH:20][cH:21]4)[O:22][CH2:23][CH2:24][O:25]3)[cH:12][cH:13][cH:14]2)[n:6]1. Starting materials: ClC1=CC=C(C=2N3C(=NC21)N(CCC3)C3=C(C=C(C=C3)OC)Cl)CO ([9-chloro-1-(2-chloro-4-methoxyphenyl)-1,2,3,4-tetrahydropyrimido[1,2-a]benzimidazol-6-yl]methanol), CC(=O)OI1(C=2C=CC=CC2C(=O)O1)(OC(=O)C)OC(=O)C (Dess-Martin reagent). Run in CS(=O)C (dimethylsulfoxide). Reaction conditions: time 2 hour. Yields the product ClC=1C=CC(=C2N3C(=NC21)N(CCC3)C3=C(C=C(C=C3)OC)Cl)C=O (9-Chloro-1-(2-chloro-4-methoxyphenyl)-1,2,3,4-tetrahydropyrimido[1,2-a]benzimidazole-6-carbaldehyde). Yield: 90.8%. RXN SMILES: [Cl:1][C:2]1[C:10]2[N:9]=[C:8]3[N:11]([C:15]4[CH:20]=[CH:19][C:18]([O:21][CH3:22])=[CH:17][C:16]=4[Cl:23])[CH2:12][CH2:13][CH2:14][N:7]3[C:6]=2[C:5]([CH2:24][OH:25])=[CH:4][CH:3]=1.CC(OI1(OC(C)=O)(OC(C)=O)OC(=O)C2C=CC=CC1=2)=O>CS(C)=O>[Cl:1][C:2]1[CH:3]=[CH:4][C:5]([CH:24]=[O:25])=[C:6]2[C:10]=1[N:9]=[C:8]1[N:11]([C:15]3[CH:20]=[CH:19][C:18]([O:21][CH3:22])=[CH:17][C:16]=3[Cl:23])[CH2:12][CH2:13][CH2:14][N:7]21. Reported procedure: To a solution of [9-chloro-1-(2-chloro-4-methoxyphenyl)-1,2,3,4-tetrahydropyrimido[1,2-a]benzimidazol-6-yl]methanol (143.5 mg, 0.379 mmol) in dimethylsulfoxide (2.0 mL) was added Dess-Martin reagent (177.0 mg, 0.417 mmol). The reaction mixture was stirred at room temperature for 2 hrs. The mixture was, quenched with aqueous saturated sodium hydrogen carbonate and aqueous saturated sodium thiosulfate. The generated precipitate was collected by filtration and washed with water to give the title co... The reactants are O=C([O-])O, COc1ccccc1-c1nn(COCC[Si](C)(C)C)c2ncc(B3OC(C)(C)C(C)(C)O3)cc12, CC#N, ClCCl, Cc1cc(I)cc(C(=O)O)c1N, [Na+], O, O=C(O)CC(O)(CC(=O)O)C(=O)O. The product is COc1ccccc1-c1nn(COCC[Si](C)(C)C)c2ncc(-c3cc(C)c(N)c(C(=O)O)c3)cc12. RXN SMILES: [C:47](=[O:48])([OH:49])[O-:50].[CH3:1][O:2][c:3]1[c:4](-[c:9]2[n:10][n:11]([CH2:27][O:28][CH2:29][CH2:30][Si:31]([CH3:32])([CH3:33])[CH3:34])[c:12]3[n:13][cH:14][c:15]([B:18]4[O:19][C:20]([CH3:21])([CH3:22])[C:23]([CH3:24])([CH3:25])[O:26]4)[cH:16][c:17]23)[cH:5][cH:6][cH:7][cH:8]1.[CH3:69][C:70]#[N:71].[Cl:66][CH2:67][Cl:68].[NH2:35][c:36]1[c:37]([C:38](=[O:39])[OH:40])[cH:41][c:42]([I:46])[cH:43][c:44]1[CH3:45].[Na+:51].[OH2:65].[OH:52][C:53]([CH2:54][C:55]([C:56](=[O:57])[OH:58])([CH2:59][C:60](=[O:61])[OH:62])[OH:63])=[O:64]>>[CH3:1][O:2][c:3]1[c:4](-[c:9]2[n:10][n:11]([CH2:27][O:28][CH2:29][CH2:30][Si:31]([CH3:32])([CH3:33])[CH3:34])[c:12]3[n:13][cH:14][c:15](-[c:42]4[cH:41][c:37]([C:38](=[O:39])[OH:40])[c:36]([NH2:35])[c:44]([CH3:45])[cH:43]4)[cH:16][c:17]23)[cH:5][cH:6][cH:7][cH:8]1. Reactants: BrC1=CC=C(C=C1)C=1OC(=C(N1)CCN1CCCC1)C (2-(4-Bromo-phenyl)-5-methyl-4-(2-pyrrolidin-1-yl-ethyl)-oxazole), CS(=O)(=O)C1=CC=C(C=C1)B(O)O (4-methylsulfonylphenylboronic acid). Yields the product CS(=O)(=O)C1=CC=C(C=C1)C1=CC=C(C=C1)C=1OC(=C(N1)CCN1CCCC1)C (2-(4′-Methanesulfonyl-biphenyl-4-yl)-5-methyl-4-(2-pyrrolidin-1-yl-ethyl)-oxazole). Reaction SMILES: Br[C:2]1[CH:7]=[CH:6][C:5]([C:8]2[O:9][C:10]([CH3:20])=[C:11]([CH2:13][CH2:14][N:15]3[CH2:19][CH2:18][CH2:17][CH2:16]3)[N:12]=2)=[CH:4][CH:3]=1.[CH3:21][S:22]([C:25]1[CH:30]=[CH:29][C:28](B(O)O)=[CH:27][CH:26]=1)(=[O:24])=[O:23]>>[CH3:21][S:22]([C:25]1[CH:30]=[CH:29][C:28]([C:2]2[CH:7]=[CH:6][C:5]([C:8]3[O:9][C:10]([CH3:20])=[C:11]([CH2:13][CH2:14][N:15]4[CH2:19][CH2:18][CH2:17][CH2:16]4)[N:12]=3)=[CH:4][CH:3]=2)=[CH:27][CH:26]=1)(=[O:24])=[O:23]. Procedure: Starting with 2-(4-Bromo-phenyl)-5-methyl-4-(2-pyrrolidin-1-yl-ethyl)-oxazole (See Example 8) and 4-methylsulfonylphenylboronic acid, follow a procedure significantly analogous to that found in Example 22 to give the titled compound. MS (m/e): 411.2 (M+1) Reactants: CC(=O)C (acetone), C1([C@@H](O)[C@@H](O)[C@@H](CO)O1)=O (D-lyxono-1,4-lactone), ketone. As a reaction SMILES: [C:1]1(=[O:10])[O:9][C@H:6]([CH2:7][OH:8])[C@H:4]([OH:5])[C@@H:2]1[OH:3].[CH3:11][C:12]([CH3:14])=O>>[CH3:11][C:12]1([CH3:14])[O:3][CH:2]2[CH:4]([CH:6]([CH2:7][OH:8])[O:9][C:1]2=[O:10])[O:5]1. Procedure: The multi-step synthesis from D-galactose comprises oxidizing the D-galactose in KOH solution to open the pyranose ring and form potassium D-lyxonate, subjecting the latter compound to alcoholic solution under acid conditions to provide furanose ring closure and form the D-lyxono-1,4-lactone, and then introducing a protecting group at C-2 and C-3 by reaction with ketone in the presence of a dehydrating agent. Use of acetone as the ketone in the latter step gives the compound 2,3-0-isopropylidene... Product: ketone, CC1(OC2C(OC(=O)C2O1)CO)C (2,3-0-isopropylidene-D-lyxono-1,4-lactone).